This data is from the Open Reaction Database (ORD), a public repository of structured organic reaction records. The task is: describe an organic reaction: reactants, conditions, products, and yield Starting materials: BrC=1C=C2C(=CNC2=C(C1)C(=O)N)C1CCN(CC1)S(=O)(=O)CC (5-bromo-3-[1-(ethylsulfonyl)-4-piperidinyl]-1H-indole-7-carboxamide), C(=O)([O-])[O-].[Cs+].[Cs+] (Cs2CO3), CC1(OB(OC1(C)C)C=1C=C(C=CC1)CN)C (1-[3-(4,4,5,5-tetramethyl-1,3,2-dioxaborolan-2-yl)phenyl]methanamine). Reagents/catalysts: C=1C=CC(=CC1)[P](C=2C=CC=CC2)(C=3C=CC=CC3)[Pd]([P](C=4C=CC=CC4)(C=5C=CC=CC5)C=6C=CC=CC6)([P](C=7C=CC=CC7)(C=8C=CC=CC8)C=9C=CC=CC9)[P](C=1C=CC=CC1)(C=1C=CC=CC1)C=1C=CC=CC1 (Pd(PPh3)4). Solvent: O1CCOCC1.O (dioxane H2O). Conditions: temperature 160 celsius. The product is NCC=1C=C(C=CC1)C=1C=C2C(=CNC2=C(C1)C(=O)N)C1CCN(CC1)S(=O)(=O)CC (5-[3-(aminomethyl)phenyl]-3-[1-(ethylsulfonyl)-4-piperidinyl]-1H-indole-7-carboxamide). The yield is 8.5%. Reaction SMILES: Br[C:2]1[CH:3]=[C:4]2[C:8](=[C:9]([C:11]([NH2:13])=[O:12])[CH:10]=1)[NH:7][CH:6]=[C:5]2[CH:14]1[CH2:19][CH2:18][N:17]([S:20]([CH2:23][CH3:24])(=[O:22])=[O:21])[CH2:16][CH2:15]1.C([O-])([O-])=O.[Cs+].[Cs+].CC1(C)C(C)(C)OB([C:39]2[CH:40]=[C:41]([CH2:45][NH2:46])[CH:42]=[CH:43][CH:44]=2)O1>O1CCOCC1.O.C1C=CC([P]([Pd]([P](C2C=CC=CC=2)(C2C=CC=CC=2)C2C=CC=CC=2)([P](C2C=CC=CC=2)(C2C=CC=CC=2)C2C=CC=CC=2)[P](C2C=CC=CC=2)(C2C=CC=CC=2)C2C=CC=CC=2)(C2C=CC=CC=2)C2C=CC=CC=2)=CC=1>[NH2:46][CH2:45][C:41]1[CH:40]=[C:39]([C:2]2[CH:3]=[C:4]3[C:8](=[C:9]([C:11]([NH2:13])=[O:12])[CH:10]=2)[NH:7][CH:6]=[C:5]3[CH:14]2[CH2:15][CH2:16][N:17]([S:20]([CH2:23][CH3:24])(=[O:22])=[O:21])[CH2:18][CH2:19]2)[CH:44]=[CH:43][CH:42]=1 |f:1.2.3,5.6,^1:58,60,79,98|. Reported procedure: To a solution of 5-bromo-3-[1-(ethylsulfonyl)-4-piperidinyl]-1H-indole-7-carboxamide (30.0 mg, 0.072 mmol), Cs2CO3 (95 mg, 0.290 mmol) and 1-[3-(4,4,5,5-tetramethyl-1,3,2-dioxaborolan-2-yl)phenyl]methanamine (82 mg, 0.350 mmol) in dioxane/H2O (2 mL/0.7 mL) was bubbled argon for 5 minutes prior to addition of Pd(PPh3)4 (7.5 mg, 0.0072 mmol). The reaction mixture was heated in a microwave reactor (Smith synthesizer) for 20 minutes at 160° C. The solvent was evaporated, and the residue was partitio... Starting materials: BrCCCCCCCC(=O)NC1=CC=C(C(=O)OC(C)(C)C)C=C1 (1,1-dimethylethyl 4-[(8-bromooctanoyl)amino]benzoate), BrCCCCCCCC(=O)NC1=CC=C(C(=O)OC(C)(C)C)C=C1 (1,1-dimethylethyl 4-[(8-bromooctanoyl)amino]benzoate), solution, Cl (HCl), O1CCOCC1 (1,4-dioxane). The solvent is ClCCl (dichloromethane). Reaction conditions: time 18 hour. Product: BrCCCCCCCC(=O)NC1=CC=C(C(=O)O)C=C1 (4-[(8-Bromooctanoyl)amino]benzoic acid). The yield is 99.3%. Reaction SMILES: [Br:1][CH2:2][CH2:3][CH2:4][CH2:5][CH2:6][CH2:7][CH2:8][C:9]([NH:11][C:12]1[CH:24]=[CH:23][C:15]([C:16]([O:18]C(C)(C)C)=[O:17])=[CH:14][CH:13]=1)=[O:10].Cl.O1CCOCC1>ClCCl>[Br:1][CH2:2][CH2:3][CH2:4][CH2:5][CH2:6][CH2:7][CH2:8][C:9]([NH:11][C:12]1[CH:24]=[CH:23][C:15]([C:16]([OH:18])=[O:17])=[CH:14][CH:13]=1)=[O:10]. Reported procedure: To a solution of 1,1-dimethylethyl 4-[(8-bromooctanoyl)amino]benzoate (0.61 g, 1.5 mmol, as prepared in Intermediate 35) in dichloromethane (2 ml) was added a 4M solution of HCl in 1,4-dioxane (4 ml, about 10 equivalents), and the mixture was left to stand at ambient temperature for 18 hours. The mixture was evaporated to dryness and the residue was co-evaporated with dichloromethane (20 ml) to give the title compound as a white solid (0.51 g). LCMS showed MH+=342/344 (Br isotope pattern); TRET=... Yields the product CCc1c(OC)nc2nc(C=O)cn2c1C. RXN SMILES: [CH2:1]([CH3:2])[c:3]1[c:4]([O:15][CH3:16])[n:5][c:6]2[n:7]([c:8]1[CH3:9])[cH:10][c:11]([CH2:13][OH:14])[n:12]2.[CH:17]([Cl:18])([Cl:19])[Cl:20]>>[CH2:1]([CH3:2])[c:3]1[c:4]([O:15][CH3:16])[n:5][c:6]2[n:7]([c:8]1[CH3:9])[cH:10][c:11]([CH:13]=[O:14])[n:12]2. Reactants: CCc1c(OC)nc2nc(CO)cn2c1C, ClC(Cl)Cl.